The task is: describe an organic reaction: reactants, conditions, products, and yield. This data is from the Open Reaction Database (ORD), a public repository of structured organic reaction records. Reactants: CCCC(c1ccccc1N1CCCCC1)C(C(N)=O)c1ccc(C(=O)NNS(=O)(=O)c2ccc(C)cc2)cc1, [Na+], [Na+], O=C([O-])[O-], OCCO. The product is CCCC(c1ccccc1N1CCCCC1)C(C(N)=O)c1ccc(C=O)cc1. As a reaction SMILES: [N:7]1([c:13]2[c:14]([CH:19]([CH2:20][CH2:21][CH3:22])[CH:23]([c:24]3[cH:25][cH:26][c:27]([C:28](=[O:29])[NH:30][NH:31][S:32]([c:33]4[cH:34][cH:35][c:36]([CH3:37])[cH:38][cH:39]4)(=[O:40])=[O:41])[cH:42][cH:43]3)[C:44](=[O:45])[NH2:46])[cH:15][cH:16][cH:17][cH:18]2)[CH2:8][CH2:9][CH2:10][CH2:11][CH2:12]1.[Na+:1].[Na+:2].[O-:3][C:4](=[O:5])[O-:6].[OH:47][CH2:48][CH2:49][OH:50]>>[N:7]1([c:13]2[c:14]([CH:19]([CH2:20][CH2:21][CH3:22])[CH:23]([c:24]3[cH:25][cH:26][c:27]([CH:28]=[O:29])[cH:42][cH:43]3)[C:44](=[O:45])[NH2:46])[cH:15][cH:16][cH:17][cH:18]2)[CH2:8][CH2:9][CH2:10][CH2:11][CH2:12]1. Starting materials: C(#N)C1=C(C=C(C=C1)[C@H]1CN2[C@H](CO1)CN(CC2)C(=O)OC(C)(C)C)OC (tert-Butyl (3S,9aS)-3-(4-cyano-3-methoxyphenyl)hexahydropyrazino[2,1-c][1,4]oxazine-8(1H)-carboxylate), Cl (HCl). Run in O1CCOCC1 (dioxane). Reaction conditions: time 8 hour. The product is Cl.COC1=C(C#N)C=CC(=C1)[C@H]1CN2[C@H](CO1)CNCC2 (2-Methoxy-4-[(3S,9aS)-octahydropyrazino[2,1-c][1,4]oxazin-3-yl]benzonitrile hydrochloride). As a reaction SMILES: [C:1]([C:3]1[CH:8]=[CH:7][C:6]([C@@H:9]2[O:14][CH2:13][C@@H:12]3[CH2:15][N:16](C(OC(C)(C)C)=O)[CH2:17][CH2:18][N:11]3[CH2:10]2)=[CH:5][C:4]=1[O:26][CH3:27])#[N:2].[ClH:28]>O1CCOCC1>[ClH:28].[CH3:27][O:26][C:4]1[CH:5]=[C:6]([C@@H:9]2[O:14][CH2:13][C@@H:12]3[CH2:15][NH:16][CH2:17][CH2:18][N:11]3[CH2:10]2)[CH:7]=[CH:8][C:3]=1[C:1]#[N:2] |f:3.4|. Reported procedure: tert-Butyl (3S,9aS)-3-(4-cyano-3-methoxyphenyl)hexahydropyrazino[2,1-c][1,4]oxazine-8(1H)-carboxylate (38.0 mg, 0.102 mmol) was dissolved in 10 mL of 4 M HCl in dioxane and stirred at room temperature for 8 h. The mixture was concentrated to ¼ the original volume and diluted with 5 mL of diethyl ether. The precipitate was filtered and dried under high vacuum to afford the title compound: 1H NMR (DMSO-d6, Z (cis) isomer, 500 MHz) δ 7.77 (d, J=7.9 Hz, 1H), 7.32 (s, 1H), 7.19 (d, J=7.9 Hz, 1H), 4.9... Conditions: temperature -20 celsius, time 15 minute. Procedure details: 1.39 g (14.8 mmol) of 3-aminopyridine are dissolved in 50 ml of THF, cooled to −20° C., and 7.4 ml of a 2M solution of n-butyllithium in hexane are added. After stirring for 15 min, 2.00 g (9.84 mmol) of methyl 3,3-bis(methylthio)-2-cyanoacrylate are added. The mixture is warmed to room temperature while stirring and then hydrolyzed with ice-water. The product is extracted with dichloromethane. After drying over sodium sulfate, the solvent is removed in vacuo and the residue is purified by prepa... Run in CCCCCC (hexane), C1CCOC1 (THF). Yields the product C(#N)C(C(=O)OC)=C(NC=1C=NC=CC1)SC (Methyl 2-cyano-3-(methylsulfanyl)-3-(3-pyridinylamino)-2-propenoate). The reactants are solution, C(CCC)[Li] (n-butyllithium), CSC(=C(C(=O)OC)C#N)SC (methyl 3,3-bis(methylthio)-2-cyanoacrylate), NC=1C=NC=CC1 (3-aminopyridine), ice water. RXN SMILES: [NH2:1][C:2]1[CH:3]=[N:4][CH:5]=[CH:6][CH:7]=1.C([Li])CCC.[CH3:13][S:14][C:15](SC)=[C:16]([C:21]#[N:22])[C:17]([O:19][CH3:20])=[O:18]>C1COCC1.CCCCCC>[C:21]([C:16](=[C:15]([S:14][CH3:13])[NH:1][C:2]1[CH:3]=[N:4][CH:5]=[CH:6][CH:7]=1)[C:17]([O:19][CH3:20])=[O:18])#[N:22]. The reactants are C(=O)([O-])[O-].[Na+].[Na+] (Na2CO3), C(C1=CC=CC=C1)OC(=O)N1CCNCC1 (piperazine-1-carboxylic acid benzyl ester), ClC1=CC=C(C(=N1)N1CCC(CC1)C)[N+](=O)[O-] (6′-chloro-4-methyl-3′-nitro-3,4,5,6-tetrahydro-2H-[1,2′]bipyridinyl). Solvent: CN(C)C=O (DMF). Conditions: temperature 40 celsius. The product is C(C1=CC=CC=C1)OC(=O)N1CCN(CC1)C1=CC=C(C(=N1)N1CCC(CC1)C)[N+](=O)[O-] (4-(4-Methyl-3′-nitro-3,4,5,6-tetrahydro-2H-[1,2′]bipyridinyl-6′-yl)-piperazine-1-carboxylic acid benzyl ester). Yield: 94.0%. As a reaction SMILES: Cl[C:2]1[N:7]=[C:6]([N:8]2[CH2:13][CH2:12][CH:11]([CH3:14])[CH2:10][CH2:9]2)[C:5]([N+:15]([O-:17])=[O:16])=[CH:4][CH:3]=1.C([O-])([O-])=O.[Na+].[Na+].[CH2:24]([O:31][C:32]([N:34]1[CH2:39][CH2:38][NH:37][CH2:36][CH2:35]1)=[O:33])[C:25]1[CH:30]=[CH:29][CH:28]=[CH:27][CH:26]=1>CN(C=O)C>[CH2:24]([O:31][C:32]([N:34]1[CH2:39][CH2:38][N:37]([C:2]2[N:7]=[C:6]([N:8]3[CH2:13][CH2:12][CH:11]([CH3:14])[CH2:10][CH2:9]3)[C:5]([N+:15]([O-:17])=[O:16])=[CH:4][CH:3]=2)[CH2:36][CH2:35]1)=[O:33])[C:25]1[CH:30]=[CH:29][CH:28]=[CH:27][CH:26]=1 |f:1.2.3|. Procedure details: A solution of 6′-chloro-4-methyl-3′-nitro-3,4,5,6-tetrahydro-2H-[1,2′]bipyridinyl (as prepared in the previous step, 2.0 g, 7.8 mmol) in DMF (40 mL) was treated with solid Na2CO3 (0.99 g, 9.4 mmol) and piperazine-1-carboxylic acid benzyl ester (1.5 mL, 7.8 mmol), then heated to 90° C. for 1 h and to 40° C. for 15 h. The reaction was concentrated to 20 mL volume, diluted with EtOAc, and washed well with water. The combined aqueous layers were further extracted with EtOAc. The combined organic lay... Starting materials: O=C([O-])[O-], CC[N+](CC)(CC)CC, COc1cccc(C)c1N, [Cl-], ClCC1COCO1, [K+], [K+]. Yields the product COc1cccc(C)c1NCC1COCO1. Reaction SMILES: [C:18](=[O:19])([O-:20])[O-:21].[CH2:25]([N+:26]([CH2:27][CH3:28])([CH2:29][CH3:30])[CH2:31][CH3:32])[CH3:33].[CH3:1][c:2]1[c:3]([NH2:4])[c:5]([O:9][CH3:10])[cH:6][cH:7][cH:8]1.[Cl-:24].[Cl:11][CH2:12][CH:13]1[CH2:14][O:15][CH2:16][O:17]1.[K+:22].[K+:23]>>[CH3:1][c:2]1[c:3]([NH:4][CH2:12][CH:13]2[CH2:14][O:15][CH2:16][O:17]2)[c:5]([O:9][CH3:10])[cH:6][cH:7][cH:8]1.